From a dataset of the Open Reaction Database (ORD), a public repository of structured organic reaction records. describe an organic reaction: reactants, conditions, products, and yield The reactants are BrC1=C(OC2=CC=C(C=O)C=C2)C=CC=C1 (4-(2-bromophenoxy)benzaldehyde), OC1=C(C(NCC(=O)O)=O)C=CC=C1 (2-hydroxy hippuric acid), C(C)(=O)[O-].[Na+] (sodium acetate). Run in C(C)(=O)OC(C)=O (acetic anhydride). Run at temperature 60 celsius. Product: C(C)(=O)OC1=C(C=CC=C1)C=1OC(/C(/N1)=C/C1=CC=C(C=C1)OC1=C(C=CC=C1)Br)=O (2-{(4Z)-4-[4-(2-bromophenoxy)benzylidene]-5-oxo-4,5-dihydro-1,3-oxazol-2-yl}phenyl acetate). Isolated yield 87.1%. RXN SMILES: [Br:1][C:2]1[CH:16]=[CH:15][CH:14]=[CH:13][C:3]=1[O:4][C:5]1[CH:12]=[CH:11][C:8]([CH:9]=O)=[CH:7][CH:6]=1.[OH:17][C:18]1[CH:30]=[CH:29][CH:28]=[CH:27][C:19]=1[C:20](=[O:26])[NH:21][CH2:22][C:23]([OH:25])=O.[C:31]([O-])(=[O:33])[CH3:32].[Na+]>C(OC(=O)C)(=O)C>[C:31]([O:17][C:18]1[CH:30]=[CH:29][CH:28]=[CH:27][C:19]=1[C:20]1[O:26][C:23](=[O:25])/[C:22](=[CH:9]/[C:8]2[CH:11]=[CH:12][C:5]([O:4][C:3]3[CH:13]=[CH:14][CH:15]=[CH:16][C:2]=3[Br:1])=[CH:6][CH:7]=2)/[N:21]=1)(=[O:33])[CH3:32] |f:2.3|. Reported procedure: A suspension of 4-(2-bromophenoxy)benzaldehyde (0.35 g, 1.26 mmol), 2-hydroxy hippuric acid (0.22 g, 1.14 mmol) and sodium acetate (0.12 g, 1.48 mmol) in acetic anhydride (1 mL) is heated to 60° C. on an orbital shaker for one hour and is then cooled to 0° C. The reaction mixture is then concentrated under reduced pressure at 45° C. to afford a crude yellow solid. This solid is washed with ice water (150 mL) and heptane (100 mL) and then dried under vacuum at 40° C. to provide 0.475 g of 2-{(4Z)... The reactants are CN1N=C(C=C1)N (1-methyl-3-aminopyrazole), C(C)(C)(C)OC(=O)C1=C(C=C(OC2=CC(=CC3=C2CC(O3)(C)C)C(=O)O)C=C1)F (4-(4-tert-butoxycarbonyl-3-fluoro-phenoxy)-2,2-dimethyl-2,3-dihydro-benzofuran-6-carboxylic acid). Yields the product C(C)(C)(C)OC(C1=C(C=C(C=C1)OC1=CC(=CC2=C1CC(O2)(C)C)C(NC2=NN(C=C2)C)=O)F)=O (4-[2,2-Dimethyl-6-(1-methyl-1H-pyrazol-3-ylcarbamoyl)-2,3-dihydro-benzofuran-4-yloxy]-2-fluoro-benzoic acid tert-butyl ester), solid. Isolated yield 60.0%. Reaction SMILES: [CH3:1][N:2]1[CH:6]=[CH:5][C:4]([NH2:7])=[N:3]1.[C:8]([O:12][C:13]([C:15]1[CH:35]=[CH:34][C:18]([O:19][C:20]2[C:25]3[CH2:26][C:27]([CH3:30])([CH3:29])[O:28][C:24]=3[CH:23]=[C:22]([C:31](O)=[O:32])[CH:21]=2)=[CH:17][C:16]=1[F:36])=[O:14])([CH3:11])([CH3:10])[CH3:9]>>[C:8]([O:12][C:13](=[O:14])[C:15]1[CH:35]=[CH:34][C:18]([O:19][C:20]2[C:25]3[CH2:26][C:27]([CH3:29])([CH3:30])[O:28][C:24]=3[CH:23]=[C:22]([C:31](=[O:32])[NH:7][C:4]3[CH:5]=[CH:6][N:2]([CH3:1])[N:3]=3)[CH:21]=2)=[CH:17][C:16]=1[F:36])([CH3:9])([CH3:10])[CH3:11]. Procedure: The title compound was prepared in a similar manner as described for Example 15 except that the reaction was carried out at 75° C. for 2 hr, from 1-methyl-3-aminopyrazole (892 mg, 9.18 mmol) and 4-(4-tert-butoxycarbonyl-3-fluoro-phenoxy)-2,2-dimethyl-2,3-dihydro-benzofuran-6-carboxylic acid (66b) (2.46 g, 6.11 mmol) to give a white solid (1.77 g, 60% yield). 1H NMR (400 MHz, CDCl3) δ 8.38 (s, 1 H) 7.87 (t, J=8.59 Hz, 1 H) 7.28 (d, J=2.27 Hz, 1 H) 7.07 (s, 1 H) 7.04 (s, 1 H) 6.79 (d, J=2.02 Hz, 1... Reaction conditions: temperature 50 celsius. Solvent: C(Cl)Cl (CH2Cl2). Yield: 100.2%. Product: BrC=1C=C2C(CCN(C2=NC1)C(=O)NC(C1=CC=CC=C1)=O)=O (N-(6-bromo-4-oxo-3,4-dihydro-2H-[1,8]naphthyridine-1-carbonyl)-benzamide). Starting materials: C(C)(C)(C)OC(=O)N1CCC(C2=CC(=CN=C12)Br)=O (6-bromo-4-oxo-3,4-dihydro-2H-[1,8]naphthyridine-1-carboxylic acid tert-butyl ester), C(C1=CC=CC=C1)(=O)N=C=O (benzoyl isocyanate). Reported procedure: A mixture of 6-bromo-4-oxo-3,4-dihydro-2H-[1,8]naphthyridine-1-carboxylic acid tert-butyl ester (228 mg, 1.00 mmol) and benzoyl isocyanate (207 mg, 1.41 mmol, 90%) in 5 mL CH2Cl2 is heated at 50° C. for 2 hrs. The mixture is concentrated to give 375 mg of N-(6-bromo-4-oxo-3,4-dihydro-2H-[1,8]naphthyridine-1-carbonyl)-benzamide which is carried on without purification. As a reaction SMILES: C(O[C:6]([N:8]1[C:17]2[C:12](=[CH:13][C:14]([Br:18])=[CH:15][N:16]=2)[C:11](=[O:19])[CH2:10][CH2:9]1)=[O:7])(C)(C)C.[C:20]([N:28]=C=O)(=[O:27])[C:21]1[CH:26]=[CH:25][CH:24]=[CH:23][CH:22]=1>C(Cl)Cl>[Br:18][C:14]1[CH:13]=[C:12]2[C:17](=[N:16][CH:15]=1)[N:8]([C:6]([NH:28][C:20](=[O:27])[C:21]1[CH:26]=[CH:25][CH:24]=[CH:23][CH:22]=1)=[O:7])[CH2:9][CH2:10][C:11]2=[O:19].